From a dataset of the Open Reaction Database (ORD), a public repository of structured organic reaction records. describe an organic reaction: reactants, conditions, products, and yield Starting materials: C(C)(=O)[O-].[Na+] (sodium acetate), C([O-])(O)=O.[Na+] (sodium bicarbonate), C(C)(=O)OC(C)=O (acetic anhydride), COC(CO)C=C (2-methoxy-3-buten-1-ol), C(C)(=O)OC(C)=O (acetic anhydride). Run in C1(=CC=CC=C1)C (toluene). Conditions: temperature 60 celsius. Yields the product C(C)(=O)OCC(C=C)OC (1-acetoxy-2-methoxy-3-butene). RXN SMILES: [C:1]([O-:4])(=[O:3])[CH3:2].[Na+].[CH3:6][O:7][CH:8]([CH:11]=[CH2:12])[CH2:9]O.C(OC(=O)C)(=O)C.C(=O)(O)[O-].[Na+]>C1(C)C=CC=CC=1>[C:1]([O:4][CH2:9][CH:8]([O:7][CH3:6])[CH:11]=[CH2:12])(=[O:3])[CH3:2] |f:0.1,4.5|. Reported procedure: In a 3-liter, 3-necked round bottom flask equipped with a mechanical stirrer, nitrogen inlet, temperature probe and vigoreux column was placed 1200 mL toluene, sodium acetate (88.59 g, 1.08 mol) and 2-methoxy-3-buten-1-ol (250.0 g, 2.45 mol). Mixture heated to 60° C. with stirring. Once temperature had stabilized, acetic anhydride (288.83 g, 2.80 mol) added dropwise over 2.5 hours. Maintained temperature for 1.5 hrs then increased temperature to 70° C. for 1 hour. Gas chromatography showed no tr... Reactants: COC(=O)c1ccc(Cl)nc1, O=C(NC1CCNCC1)c1nnc(Nc2ccccc2F)o1, CN(C)C=O. Yields the product COC(=O)c1ccc(N2CCC(NC(=O)c3nnc(Nc4ccccc4F)o3)CC2)nc1. Reaction SMILES: [Cl:23][c:24]1[n:25][cH:26][c:27]([C:28](=[O:29])[O:30][CH3:31])[cH:32][cH:33]1.[F:1][c:2]1[c:3]([NH:8][c:9]2[n:10][n:11][c:12]([C:14](=[O:15])[NH:16][CH:17]3[CH2:18][CH2:19][NH:20][CH2:21][CH2:22]3)[o:13]2)[cH:4][cH:5][cH:6][cH:7]1.[O:34]=[CH:35][N:36]([CH3:37])[CH3:38]>>[F:1][c:2]1[c:3]([NH:8][c:9]2[n:10][n:11][c:12]([C:14](=[O:15])[NH:16][CH:17]3[CH2:18][CH2:19][N:20]([c:24]4[n:25][cH:26][c:27]([C:28](=[O:29])[O:30][CH3:31])[cH:32][cH:33]4)[CH2:21][CH2:22]3)[o:13]2)[cH:4][cH:5][cH:6][cH:7]1.